Dataset: the Open Reaction Database (ORD), a public repository of structured organic reaction records. Task: describe an organic reaction: reactants, conditions, products, and yield Reactants: COCCCN1C(SCC1=O)=O (3-(3-methoxy-n-propyl)-2,4-thiazolidinedione), ClC1=C(C=O)C=CC=C1 (2-chlorobenzaldehyde), O (water), C(C)(=O)OCC (ethyl acetate). The reagents and catalysts are N1CCCCC1 (piperidine). The solvent is C(C)O (ethanol). The product is ClC1=C(C=CC=C1)C=S1C(N(C(C1)=O)CCCOC)=O (1-(2-chlorophenylmethylene)-3-(3-methoxy-n-propyl)-2,4-thiazolidinedione). Yield: 34.5%. RXN SMILES: [CH3:1][O:2][CH2:3][CH2:4][CH2:5][N:6]1[C:10](=[O:11])[CH2:9][S:8][C:7]1=[O:12].[Cl:13][C:14]1[CH:21]=[CH:20][CH:19]=[CH:18][C:15]=1[CH:16]=O.C(OCC)(=O)C.O>C(O)C.N1CCCCC1>[Cl:13][C:14]1[CH:21]=[CH:20][CH:19]=[CH:18][C:15]=1[CH:16]=[S:8]1[CH2:9][C:10](=[O:11])[N:6]([CH2:5][CH2:4][CH2:3][O:2][CH3:1])[C:7]1=[O:12]. Procedure: A solution of 400 mg of 3-(3-methoxy-n-propyl)-2,4-thiazolidinedione and 260 mg of 2-chlorobenzaldehyde in 4 ml of ethanol with one drop of piperidine was refluxed for 4 hours. The mixture was then worked up with ethyl acetate and water. The crude product was purified on a silica gel column (5% methanol in dichloromethane) to provide 200 mg of 1-(2-chlorophenylmethylene)-3-(3-methoxy-n-propyl)-2,4-thiazolidinedione. (P15 can also be obtained from Aldrich Chemical.). Reactants: cephalosporin, Br[Si](C)(C)C (Bromotrimethylsilane), COP(=O)(OC)NC(=O)OCC=1CS[C@H]2N(C1C(=O)O)C([C@H]2NC(\C(=N/OC)\C=2OC=CC2)=O)=O ((6R,7R)-3-dimethoxyphosphorylcarbamoyloxymethyl-7-[Z-2-(fur-2-yl)-2-methoxyiminoacetamido]ceph-3-em-4-carboxylic acid), C[Si](C)(C)NC(=O)OCC (trimethylsilylurethane). Solvent: ClCCl (dichloromethane), ClCCl (dichloromethane). Yields the product P(=O)(O)(O)NC(=O)OCC=1CS[C@H]2N(C1C(=O)O)C([C@H]2NC(\C(=N/OC)\C=2OC=CC2)=O)=O ((6R,7R)-3-Phosphonocarbamoyloxymethyl-7-[Z-2-(fur-2-yl) 2-methoxyiminoacetamido]ceph-3-em-4-carboxylic acid). RXN SMILES: Br[Si](C)(C)C.C[O:7][P:8]([NH:12][C:13]([O:15][CH2:16][C:17]1[CH2:18][S:19][C@@H:20]2[C@H:27]([NH:28][C:29](=[O:39])/[C:30](/[C:34]3[O:35][CH:36]=[CH:37][CH:38]=3)=[N:31]\[O:32][CH3:33])[C:26](=[O:40])[N:21]2[C:22]=1[C:23]([OH:25])=[O:24])=[O:14])([O:10]C)=[O:9].C[Si](NC(OCC)=O)(C)C>ClCCl>[P:8]([NH:12][C:13]([O:15][CH2:16][C:17]1[CH2:18][S:19][C@@H:20]2[C@H:27]([NH:28][C:29](=[O:39])/[C:30](/[C:34]3[O:35][CH:36]=[CH:37][CH:38]=3)=[N:31]\[O:32][CH3:33])[C:26](=[O:40])[N:21]2[C:22]=1[C:23]([OH:25])=[O:24])=[O:14])([OH:9])([OH:10])=[O:7]. Reported procedure: Bromotrimethylsilane (0.61 g), in dichloromethane (3 ml) was added (at 0° under nitrogen) to a stirred solution of (6R,7R)-3-dimethoxyphosphorylcarbamoyloxymethyl-7-[Z-2-(fur-2-yl)-2-methoxyiminoacetamido]ceph-3-em-4-carboxylic acid (0.53 g) and trimethylsilylurethane (0.965 g) in dry dichloromethane (5 ml). After 1.75 hours no starting cephalosporin remained as indicated by t.l.c. Reactants: O (water), OC1=CC(=CC=2C(C3=CC=CC(=C3C(C12)=O)O)=O)C(=O)O (4,5-dihydroxy-9,10-dioxoanthracene-2-carboxylic acid), N1=CC=CC=C1 (pyridine), COCCCC(=O)Cl (4-methoxybutyryl chloride), acid chloride, C(C)(=O)OCC (ethyl acetate). Run at time 2 day. Yields the product COCCCC(=O)OC1=CC(=CC=2C(C3=CC=CC(=C3C(C12)=O)OC(CCCOC)=O)=O)C(=O)O (4,5-Bis(4-methoxybutyryloxy)-9,10-dioxo-9,10-dihydroanthracene-2-carboxylic acid). RXN SMILES: [OH:1][C:2]1[C:15]2[C:14](=[O:16])[C:13]3[C:8](=[CH:9][CH:10]=[CH:11][C:12]=3[OH:17])[C:7](=[O:18])[C:6]=2[CH:5]=[C:4]([C:19]([OH:21])=[O:20])[CH:3]=1.[CH3:22][O:23][CH2:24][CH2:25][CH2:26][C:27](Cl)=[O:28].[OH2:30].[C:31]([O:34][CH2:35][CH3:36])(=O)C.N1[CH:42]=[CH:41]C=CC=1>>[CH3:22][O:23][CH2:24][CH2:25][CH2:26][C:27]([O:1][C:2]1[C:15]2[C:14](=[O:16])[C:13]3[C:8](=[CH:9][CH:10]=[CH:11][C:12]=3[O:17][C:41](=[O:30])[CH2:42][CH2:36][CH2:35][O:34][CH3:31])[C:7](=[O:18])[C:6]=2[CH:5]=[C:4]([C:19]([OH:21])=[O:20])[CH:3]=1)=[O:28]. Procedure: To a stirred suspension of 4,5-dihydroxy-9,10-dioxoanthracene-2-carboxylic acid (1 g) in pyridine (30 ml) was added 4-methoxybutyryl chloride (2 g). The reaction was stirred at RT for 2 days, and as TLC indicated that starting acid was still present, a further 2 g of the acid chloride was added. Reaction was complete after a further 2 days at RT. The reaction mixture was evaporated to dryness and stirred in 2M HCl (30 ml) for 30 mins. The resultant crude solid was isolated by filtration. This wa... Reactants: CS(=O)(=O)Cl, CN(C)c1ccncc1, Cc1c(CO)sc2c(=O)c(C(=O)NCc3ccc(Cl)cc3)cn(CC(N)=O)c12, CN(C)C=O, O, Cc1cc(C)nc(C)c1. Product: Cc1c(CCl)sc2c(=O)c(C(=O)NCc3ccc(Cl)cc3)cn(CC(N)=O)c12. RXN SMILES: [CH3:38][S:39]([Cl:40])(=[O:41])=[O:42].[CH3:44][N:45]([c:46]1[cH:47][cH:48][n:49][cH:50][cH:51]1)[CH3:52].[NH2:1][C:2]([CH2:3][n:4]1[c:5]2[c:6]([c:7](=[O:21])[c:8]([C:10](=[O:11])[NH:12][CH2:13][c:14]3[cH:15][cH:16][c:17]([Cl:20])[cH:18][cH:19]3)[cH:9]1)[s:22][c:23]([CH2:26][OH:27])[c:24]2[CH3:25])=[O:28].[O:53]=[CH:54][N:55]([CH3:56])[CH3:57].[OH2:43].[n:29]1[c:30]([CH3:31])[cH:32][c:33]([CH3:34])[cH:35][c:36]1[CH3:37]>>[NH2:1][C:2]([CH2:3][n:4]1[c:5]2[c:6]([c:7](=[O:21])[c:8]([C:10](=[O:11])[NH:12][CH2:13][c:14]3[cH:15][cH:16][c:17]([Cl:20])[cH:18][cH:19]3)[cH:9]1)[s:22][c:23]([CH2:26][Cl:40])[c:24]2[CH3:25])=[O:28]. Solvent: C1=CC=CC=C1 (benzene). Reagents/catalysts: S(=O)(=O)(O)[O-].C(CCC)[N+](CCCC)(CCCC)CCCC (tetrabutylammonium hydrogensulfate). Yields the product CC([C@H](COCCC1=CC=CC=C1)NC1=CC=C(C=C1)C(F)(F)F)C (N-{(1R)-2-methyl-1-[(2-phenylethoxy)methyl]propyl}-4-(trifluoromethyl)aniline). Conditions: temperature 50 celsius, time 2 day. The reactants are CC([C@H](CO)NC1=CC=C(C=C1)C(F)(F)F)C ((2R)-3-Methyl-2-{[4-(trifluoromethyl)phenyl]amino}butan-1-ol), [OH-].[Na+] (sodium hydroxide), CC([C@H](CO)NC1=CC=C(C=C1)C(F)(F)F)C ((2R)-3-methyl-2-{[4-(trifluoromethyl)phenyl]amino}butan-1-ol), C(CC1=CC=CC=C1)Br (phenethylbromide). Reaction SMILES: [CH3:1][CH:2]([CH3:17])[C@@H:3]([NH:6][C:7]1[CH:12]=[CH:11][C:10]([C:13]([F:16])([F:15])[F:14])=[CH:9][CH:8]=1)[CH2:4][OH:5].[CH2:18](Br)[CH2:19][C:20]1[CH:25]=[CH:24][CH:23]=[CH:22][CH:21]=1.[OH-].[Na+]>S([O-])(O)(=O)=O.C([N+](CCCC)(CCCC)CCCC)CCC.C1C=CC=CC=1>[CH3:1][CH:2]([CH3:17])[C@@H:3]([NH:6][C:7]1[CH:12]=[CH:11][C:10]([C:13]([F:14])([F:15])[F:16])=[CH:9][CH:8]=1)[CH2:4][O:5][CH2:18][CH2:19][C:20]1[CH:25]=[CH:24][CH:23]=[CH:22][CH:21]=1 |f:2.3,4.5|. Procedure details: (2R)-3-Methyl-2-{[4-(trifluoromethyl)phenyl]amino}butan-1-ol (50 mg, 0.201 mmol), which is the compound obtained in Step 1 of Example 2, phenethylbromide (0.22 mL, 2.01 mmol) and tetrabutylammonium hydrogensulfate (catalytic amount) were added to a mixed solvent of benzene(1 mL) and 50% aqueous sodium hydroxide solution (1 mL), and the mixture was stirred at 50° C. for 2 days. After work-up according to a conventional method, the mixture was purified by purification step A to give the title comp... Isolated yield 6.7%. Starting materials: B, C=CC1CC1CO[Si](C)(C)C(C)(C)C, CSC, CCO, [Cl-], [Na+], [Na+], C1CCOC1, [OH-], OO. The product is CC(C)(C)[Si](C)(C)OCC1CC1CCO. As a reaction SMILES: [BH3:18].[C:1]([CH3:2])([CH3:3])([CH3:4])[Si:5]([CH3:6])([CH3:7])[O:8][CH2:9][CH:10]1[CH:11]([CH:13]=[CH2:14])[CH2:12]1.[CH3:15][S:16][CH3:17].[CH3:30][CH2:31][OH:32].[Cl-:24].[Na+:20].[Na+:23].[O:25]1[CH2:26][CH2:27][CH2:28][CH2:29]1.[OH-:19].[OH:21][OH:22]>>[C:1]([CH3:2])([CH3:3])([CH3:4])[Si:5]([CH3:6])([CH3:7])[O:8][CH2:9][CH:10]1[CH:11]([CH2:13][CH2:14][OH:19])[CH2:12]1. Starting materials: ClC=1C=CC(=C(C1)C1=NN(C=C1NC(=O)C1=NNC=2C=NC=NC21)C(C(=O)O)C)OC (2-(3-(5-chloro-2-methoxyphenyl)-4-(pyrazolo pyrimidine-3-carboxamido)-1H-pyrazol-1-yl)propanoic acid), Cl.O1CC(C1)N (oxetan-3-amine hydrochloride), N,N,N′,N′-tetramethyl-O-(7-azabenzotriazole-1-yl)uranium hexafluorophosphate, C(C)(C)N(C(C)C)CC (N,N-diisopropylethylamine). Run in CN(C=O)C (N,N-dimethylformamide). Reaction conditions: time 6 hour. Product: ClC=1C=CC(=C(C1)C1=NN(C=C1NC(=O)C1=NNC=2C=NC=NC21)C(C(=O)NC2COC2)C)OC (N-(3-(5-chloro-2-methoxyphenyl)-1-(1-(oxetan-3-ylamino)-1-oxopropan-2-yl)-1H-pyrazol-4-yl)pyrazolo pyrimidine-3-carboxamide). Yield: 52.3%. RXN SMILES: [Cl:1][C:2]1[CH:3]=[CH:4][C:5]([O:30][CH3:31])=[C:6]([C:8]2[C:12]([NH:13][C:14]([C:16]3[C:24]4[N:23]=[CH:22][N:21]=[CH:20][C:19]=4[NH:18][N:17]=3)=[O:15])=[CH:11][N:10]([CH:25]([CH3:29])[C:26](O)=[O:27])[N:9]=2)[CH:7]=1.Cl.[O:33]1[CH2:36][CH:35]([NH2:37])[CH2:34]1.C(N(CC)C(C)C)(C)C>CN(C)C=O>[Cl:1][C:2]1[CH:3]=[CH:4][C:5]([O:30][CH3:31])=[C:6]([C:8]2[C:12]([NH:13][C:14]([C:16]3[C:24]4[N:23]=[CH:22][N:21]=[CH:20][C:19]=4[NH:18][N:17]=3)=[O:15])=[CH:11][N:10]([CH:25]([CH3:29])[C:26]([NH:37][CH:35]3[CH2:36][O:33][CH2:34]3)=[O:27])[N:9]=2)[CH:7]=1 |f:1.2|. Reported procedure: A solution of 2-(3-(5-chloro-2-methoxyphenyl)-4-(pyrazolo pyrimidine-3-carboxamido)-1H-pyrazol-1-yl)propanoic acid (66.0 mg, 0.150 mmol, 1 equiv), oxetan-3-amine hydrochloride (41.0 mg, 0.374 mmol, 2.50 equiv), N,N,N′,N′-tetramethyl-O-(7-azabenzotriazole-1-yl)uranium hexafluorophosphate (114 mg, 0.299 mmol, 2.00 equiv), and N,N-diisopropylethylamine (522 μL, 2.99 mmol, 20.0 equiv) in N,N-dimethylformamide (1.0 mL) was heated at 50° C. After 6 h, the reaction mixture was concentrated, and the res...